From a dataset of the Open Reaction Database (ORD), a public repository of structured organic reaction records. describe an organic reaction: reactants, conditions, products, and yield Solvent: CO (methanol). Procedure: A 50 ml round bottom flask equipped with a condenser was charged with 4-[4-azetidin-1-yl-6-(5-methyl-2H-pyrazol-3-ylamino)-pyrimidin-2-ylsulfanyl]-benzoic acid methyl ester (800 mg, 2.0 mmol), 2M sodium hydroxide aqueous solution (5 ml), tetrahydrofuran (30 ml) and methanol (5 ml). The reaction mixture was heated to reflux for one hour. The reaction mixture was allowed to cool to room temperature and concentrated in vacuo. The solid residue was taken up in methanol (30 ml) and concentrated hydro... Yields the product N1(CCC1)C1=NC(=NC(=C1)NC=1NN=C(C1)C)SC1=CC=C(C(=O)O)C=C1 (4-[4-Azetidin-1-yl-6-(5-methyl-2H-pyrazol-3-ylamino)-pyrimidin-2-ylsulfanyl]-benzoic acid). Yield: 109.8%. The reactants are COC(C1=CC=C(C=C1)SC1=NC(=CC(=N1)N1CCC1)NC=1NN=C(C1)C)=O (4-[4-azetidin-1-yl-6-(5-methyl-2H-pyrazol-3-ylamino)-pyrimidin-2-ylsulfanyl]-benzoic acid methyl ester), [OH-].[Na+] (sodium hydroxide), O1CCCC1 (tetrahydrofuran). As a reaction SMILES: C[O:2][C:3](=[O:28])[C:4]1[CH:9]=[CH:8][C:7]([S:10][C:11]2[N:16]=[C:15]([N:17]3[CH2:20][CH2:19][CH2:18]3)[CH:14]=[C:13]([NH:21][C:22]3[NH:23][N:24]=[C:25]([CH3:27])[CH:26]=3)[N:12]=2)=[CH:6][CH:5]=1.[OH-].[Na+].O1CCCC1>CO>[N:17]1([C:15]2[CH:14]=[C:13]([NH:21][C:22]3[NH:23][N:24]=[C:25]([CH3:27])[CH:26]=3)[N:12]=[C:11]([S:10][C:7]3[CH:8]=[CH:9][C:4]([C:3]([OH:28])=[O:2])=[CH:5][CH:6]=3)[N:16]=2)[CH2:18][CH2:19][CH2:20]1 |f:1.2|.